This data is from the Open Reaction Database (ORD), a public repository of structured organic reaction records. The task is: describe an organic reaction: reactants, conditions, products, and yield Starting materials: OC1=C(C=C(C#N)C=C1[N+](=O)[O-])I (4-hydroxy-3-iodo-5-nitrobenzonitrile), FC1=C(C=CC=C1)B(O)O (2-fluorophenylboronic acid), C([O-])([O-])=O.[K+].[K+] (potassium carbonate). Reagents/catalysts: C(C)(=O)[O-].[Pd+2].C(C)(=O)[O-] (palladium(II) acetate). Run in CC(=O)C (acetone), O (water). Reaction conditions: temperature 60 celsius. Yields the product FC1=C(C=CC=C1)C1=CC(=CC(=C1O)[N+](=O)[O-])C#N (2′-Fluoro-6-hydroxy-5-nitrobiphenyl-3-carbonitrile). Isolated yield 86.2%. RXN SMILES: [OH:1][C:2]1[C:9]([N+:10]([O-:12])=[O:11])=[CH:8][C:5]([C:6]#[N:7])=[CH:4][C:3]=1I.[F:14][C:15]1[CH:20]=[CH:19][CH:18]=[CH:17][C:16]=1B(O)O.C(=O)([O-])[O-].[K+].[K+]>CC(C)=O.O.C([O-])(=O)C.[Pd+2].C([O-])(=O)C>[F:14][C:15]1[CH:20]=[CH:19][CH:18]=[CH:17][C:16]=1[C:3]1[C:2]([OH:1])=[C:9]([N+:10]([O-:12])=[O:11])[CH:8]=[C:5]([C:6]#[N:7])[CH:4]=1 |f:2.3.4,7.8.9|. Procedure: To a mixture of 4-hydroxy-3-iodo-5-nitrobenzonitrile (870 mg) and 2-fluorophenylboronic acid (630 mg) in acetone (50 ml) and water (12.5 ml) was added the palladium(II) acetate (73 mg) and potassium carbonate (830 mg). The reaction was then heated for 18 h at 60° C. The mixture was then concentrated in vacuo and filtered through a plug of silica gel, eluting with ethyl acetate. The eluent was concentrated in vacuo and the residue was purified via flash chromatography on a Biotage Horizon, 40 M c...